This data is from the Open Reaction Database (ORD), a public repository of structured organic reaction records. The task is: describe an organic reaction: reactants, conditions, products, and yield Reactants: FC1=NC=CC=C1C1CC(CC1)(O)C (3-(2-fluoropyridin-3-yl)-1-methylcyclopentanol), N1C(=NC2=C1C=CC=C2)C(=O)C2=CC=C(C=C2)O ((1H-benzo[d]imidazol-2-yl)(4-hydroxyphenyl)methanone), C([O-])([O-])=O.[Cs+].[Cs+] (cesium carbonate). Run in CN1CCCC1=O (NMP). Run at temperature 180 celsius. Product: N1C(=NC2=C1C=CC=C2)C(=O)C2=CC=C(C=C2)OC2=NC=CC=C2[C@@H]2C[C@](CC2)(C)O ((1H-benzo[d]imidazol-2-yl)(4-(3-((1S,3R)-3-hydroxy-3-methylcyclopentyl)pyridin-2-yloxy)phenyl)methanone). As a reaction SMILES: F[C:2]1[C:7]([CH:8]2[CH2:12][CH2:11][C:10]([CH3:14])([OH:13])[CH2:9]2)=[CH:6][CH:5]=[CH:4][N:3]=1.[NH:15]1[C:19]2[CH:20]=[CH:21][CH:22]=[CH:23][C:18]=2[N:17]=[C:16]1[C:24]([C:26]1[CH:31]=[CH:30][C:29]([OH:32])=[CH:28][CH:27]=1)=[O:25].C(=O)([O-])[O-].[Cs+].[Cs+]>CN1C(=O)CCC1>[NH:15]1[C:19]2[CH:20]=[CH:21][CH:22]=[CH:23][C:18]=2[N:17]=[C:16]1[C:24]([C:26]1[CH:31]=[CH:30][C:29]([O:32][C:2]2[C:7]([C@H:8]3[CH2:12][CH2:11][C@:10]([OH:13])([CH3:14])[CH2:9]3)=[CH:6][CH:5]=[CH:4][N:3]=2)=[CH:28][CH:27]=1)=[O:25] |f:2.3.4|. Procedure details: To a vial containing 3-(2-fluoropyridin-3-yl)-1-methylcyclopentanol (570 mg, 2.92 mmol), (1H-benzo[d]imidazol-2-yl)(4-hydroxyphenyl)methanone (1043 mg, 4.38 mmol), and cesium carbonate (2378 mg, 7.30 mmol) was added NMP (5.389 mL) before sealing and purging the vessel of air with nitrogen. The reaction mixture was set to heated at 180° C. for 5 h with microwave irradiation. It was diluted with ethyl acetate and washed with 5 N NaOH. The organic layer was dried over magnesium sulfate, filtered, a... Reactants: Cl, N#Cc1nc(-c2ccc(OCCN3CCCCC3)cc2)cs1, [Na+], [OH-], O=S(=O)(O)O. Yields the product Cl, NC(=O)c1nc(-c2ccc(OCCN3CCCCC3)cc2)cs1. Reaction SMILES: [ClH:30].[N:1]1([CH2:7][CH2:8][O:9][c:10]2[cH:11][cH:12][c:13](-[c:16]3[n:17][c:18]([C:21]#[N:22])[s:19][cH:20]3)[cH:14][cH:15]2)[CH2:2][CH2:3][CH2:4][CH2:5][CH2:6]1.[Na+:24].[OH-:23].[S:25]([OH:26])(=[O:27])(=[O:28])[OH:29]>>[ClH:30].[N:1]1([CH2:7][CH2:8][O:9][c:10]2[cH:11][cH:12][c:13](-[c:16]3[n:17][c:18]([C:21]([NH2:22])=[O:26])[s:19][cH:20]3)[cH:14][cH:15]2)[CH2:2][CH2:3][CH2:4][CH2:5][CH2:6]1. The reactants are Cc1c(OC2CCC(C(C)(C)C)CC2)ccc2cc(C3(C)COC(=O)N3)ccc12, CC(N)(CO)c1ccc2c(C3CC3)c(OC3CCC(C(C)(C)C)CC3)ccc2c1. Yields the product Cc1c(OC2CCC(C(C)(C)C)CC2)ccc2cc(C(C)(N)CO)ccc12. Reaction SMILES: [C:30]([CH:31]1[CH2:32][CH2:33][CH:34]([O:35][c:36]2[c:37]([CH3:38])[c:39]3[c:40]([cH:41][cH:42]2)[cH:43][c:44]([C:45]2([CH3:46])[CH2:47][O:48][C:49](=[O:50])[NH:51]2)[cH:52][cH:53]3)[CH2:54][CH2:55]1)([CH3:56])([CH3:57])[CH3:58].[NH2:1][C:2]([CH2:3][OH:4])([CH3:5])[c:6]1[cH:7][c:8]2[cH:9][cH:10][c:11]([O:19][CH:20]3[CH2:21][CH2:22][CH:23]([C:26]([CH3:27])([CH3:28])[CH3:29])[CH2:24][CH2:25]3)[c:12]([CH:16]3[CH2:17][CH2:18]3)[c:13]2[cH:14][cH:15]1>>[NH2:1][C:2]([CH2:3][OH:4])([CH3:5])[c:6]1[cH:7][c:8]2[cH:9][cH:10][c:11]([O:19][CH:20]3[CH2:21][CH2:22][CH:23]([C:26]([CH3:27])([CH3:28])[CH3:29])[CH2:24][CH2:25]3)[c:12]([CH3:16])[c:13]2[cH:14][cH:15]1. The reactants are C(CSSCCS(=O)(=O)Cl)S(=O)(=O)Cl (2,2′-Dithiobis ethane sulfonyl chloride), O (water), S(=O)(=O)(Cl)Cl (sulfonyl chloride). Run in C(C)#N (acetonitrile). Product: C(CSSCCS(=O)(=O)O)S(=O)(=O)O (2,2′-Dithiobis Ethane Sulfonic Acid). Isolated yield 96.0%. Reaction SMILES: [CH2:1]([S:11](Cl)(=[O:13])=[O:12])[CH2:2][S:3][S:4][CH2:5][CH2:6][S:7](Cl)(=[O:9])=[O:8].S(Cl)(Cl)(=O)=[O:16].[OH2:20]>C(#N)C>[CH2:1]([S:11]([OH:13])(=[O:16])=[O:12])[CH2:2][S:3][S:4][CH2:5][CH2:6][S:7]([OH:9])(=[O:8])=[O:20]. Procedure details: 2,2′-Dithiobis ethane sulfonyl chloride (15.0 g, 47 mmol) was dissolved in a mixed solution of acetonitrile (100 mL) and water (30 mL). The reaction solution was stirred at room temperature for five days until no more sulfonyl chloride was detected. The reaction solution was then concentrated by rotary evaporation at elevated temperature to remove the volatile acetonitrile solvent and as much water as possible. The remaining aqueous solution was washed with dichloromethane (2×50 mL) and dried un... The reactants are COS(=O)(=O)CC1=CC(=CC=C1)N1CCC2=CC=CC=C12 (3-(1-indolinyl)benzenemethanesulfonic acid methyl ester), [C-]#N.[Na+] (sodium cyanide). The solvent is CN(C)C=O (DMF). Product: N1(CCC2=CC=CC=C12)C=1C=C(C=CC1)CC#N (3-(1-Indolinyl)benzeneacetonitrile). The yield is 80.7%. As a reaction SMILES: COS([CH2:6][C:7]1[CH:12]=[CH:11][CH:10]=[C:9]([N:13]2[C:21]3[C:16](=[CH:17][CH:18]=[CH:19][CH:20]=3)[CH2:15][CH2:14]2)[CH:8]=1)(=O)=O.[C-:22]#[N:23].[Na+]>CN(C=O)C>[N:13]1([C:9]2[CH:8]=[C:7]([CH2:6][C:22]#[N:23])[CH:12]=[CH:11][CH:10]=2)[C:21]2[C:16](=[CH:17][CH:18]=[CH:19][CH:20]=2)[CH2:15][CH2:14]1 |f:1.2|. Procedure details: A mixture of 10.2 g (ca. 33.8 mmole) of 3-(1-indolinyl)benzenemethanesulfonic acid methyl ester of Example 20c and 4.97 g (101.4 mmole, 3.0 equiv.) sodium cyanide in 200 ml sieve dried DMF was heated at 60°-70° C. for 50 minutes. The product was concentrated under high vacuum at 50°-60° C. and the residue was partitioned between chloroform (200 ml) and water (200 ml). The organic portion was washed twice with 200 ml water, 200 ml brine, dried over Na2SO4 and concentrated under vacuum to give 6.3... Starting materials: CCOC(=O)CCCCCCC1=C(OCC)CCC1=O, CCO, [Na+], [OH-]. The product is CCOC1=C(CCCCCCC(=O)O)C(=O)CC1. As a reaction SMILES: [CH2:1]([CH3:2])[O:3][C:4]1=[C:5]([CH2:10][CH2:11][CH2:12][CH2:13][CH2:14][CH2:15][C:16](=[O:17])[O:18][CH2:19][CH3:20])[C:6](=[O:9])[CH2:7][CH2:8]1.[CH3:23][CH2:24][OH:25].[Na+:22].[OH-:21]>>[CH2:1]([CH3:2])[O:3][C:4]1=[C:5]([CH2:10][CH2:11][CH2:12][CH2:13][CH2:14][CH2:15][C:16](=[O:17])[OH:18])[C:6](=[O:9])[CH2:7][CH2:8]1. Starting materials: ClC1=CC(=C(C(=N1)NCC=1C=C2C=CC=NC2=CC1)[N+](=O)[O-])NC(C)=O (N-(6-chloro-3-nitro-2-(quinolin-6-ylmethylamino)pyridin-4-yl)acetamide). The reagents and catalysts are [Pd] (Pd/C). Solvent: CO (methanol), C(Cl)Cl (CH2Cl2). Conditions: time 1 hour. Yields the product NC=1C(=NC(=CC1NC(C)=O)Cl)NCC=1C=C2C=CC=NC2=CC1 (N-(3-Amino-6-chloro-2-(quinolin-6-ylmethylamino)pyridin-4-yl)acetamide). RXN SMILES: [Cl:1][C:2]1[N:7]=[C:6]([NH:8][CH2:9][C:10]2[CH:11]=[C:12]3[C:17](=[CH:18][CH:19]=2)[N:16]=[CH:15][CH:14]=[CH:13]3)[C:5]([N+:20]([O-])=O)=[C:4]([NH:23][C:24](=[O:26])[CH3:25])[CH:3]=1>CO.C(Cl)Cl.[Pd]>[NH2:20][C:5]1[C:6]([NH:8][CH2:9][C:10]2[CH:11]=[C:12]3[C:17](=[CH:18][CH:19]=2)[N:16]=[CH:15][CH:14]=[CH:13]3)=[N:7][C:2]([Cl:1])=[CH:3][C:4]=1[NH:23][C:24](=[O:26])[CH3:25]. Reported procedure: To a solution of N-(6-chloro-3-nitro-2-(quinolin-6-ylmethylamino)pyridin-4-yl)acetamide (220 mg, 0.593 mmol) in methanol (5 mL) and CH2Cl2(5 mL) was added 10% catalytical amount Pd/C. The reaction mixture was stirred at room temperature under 1 atm of H2 for 1 h, then filtered. The filtrate was concentrated to afford the title compound, which was used for the next step without further purification. MS (m/z): 342 (M+1)+.